Task: describe an organic reaction: reactants, conditions, products, and yield. Dataset: the Open Reaction Database (ORD), a public repository of structured organic reaction records Starting materials: C1(CC1)CS(=O)(=O)C[C@@H](C(=O)O)N[C@H](C(F)(F)F)C1=CC=CC=C1 (3-cyclopropylmethanesulfonyl-2(R)-(2,2,2-trifluoro-1(S)-phenylethylamino)-propionic acid), C1(CC1)CS(=O)(=O)C[C@@H](C(=O)O)N[C@@H](C(F)(F)F)C1=CC=CC=C1 (3-cyclopropylmethanesulfonyl-2(R)-(2,2,2-trifluoro-1(R)-phenylethylamino)-propionic acid), Cl.NC1(CC1)C#N (1-aminocyclopropane-carbonitrile hydrochloride), CN1CCOCC1 (N-methylmorpholine), CN(C)C=O (DMF). Yields the product C(#N)C1(CC1)NC([C@](CC1CC1)(N[C@H](C(F)(F)F)C1=CC=CC=C1)S(=O)(=O)C)=O (N-(1-cyanocyclopropyl)-3-cyclopropyl-methanesulfonyl-2(R)-(2,2,2-trifluoro-1(S)-phenylethylamino)propionamide). Reaction SMILES: C1(CS([CH2:8][C@H:9]([NH:13][C@@H:14]([C:19]2[CH:24]=[CH:23][CH:22]=[CH:21][CH:20]=2)[C:15]([F:18])([F:17])[F:16])[C:10]([OH:12])=O)(=O)=O)CC1.C1([CH2:28][S:29](C[C@H](N[C@H](C2C=CC=CC=2)C(F)(F)F)C(O)=O)(=[O:31])=[O:30])CC1.Cl.[NH2:50][C:51]1([C:54]#[N:55])[CH2:53][CH2:52]1.CN1[CH2:62][CH2:61]OCC1.[CH3:63]N(C=O)C>>[C:54]([C:51]1([NH:50][C:10](=[O:12])[C@@:9]([S:29]([CH3:28])(=[O:31])=[O:30])([NH:13][C@@H:14]([C:19]2[CH:20]=[CH:21][CH:22]=[CH:23][CH:24]=2)[C:15]([F:16])([F:17])[F:18])[CH2:8][CH:62]2[CH2:61][CH2:63]2)[CH2:53][CH2:52]1)#[N:55] |f:2.3|. Reported procedure: A solution of 3-cyclopropylmethanesulfonyl-2(R)-(2,2,2-trifluoro-1(S)-phenylethylamino)-propionic acid and 3-cyclopropylmethanesulfonyl-2(R)-(2,2,2-trifluoro-1(R)-phenylethylamino)-propionic acid (140 mg, 0.38 mmol), 1-aminocyclopropane-carbonitrile hydrochloride (45 mg, 0.38 mmol) HATU (173 mg, 0.46 mmol) and N-methylmorpholine (100 μL, 0.91 mmol) in anhydrous DMF (0.75 mL) was stirred at room temperature for 16 h. The reaction mixture was partitioned between ethyl acetate and saturated aqueous... Reactants: Fc1ccc(Br)nc1, CC(C)(C)Cc1cn(C(c2ccccc2)(c2ccccc2)c2ccccc2)c(CC(O)(c2ccc(B3OC(C)(C)C(C)(C)O3)cc2)C(F)(F)F)n1, CN(C)C=O, [Na+], [Na+], O=C([O-])[O-], O, O. The product is CC(C)(C)Cc1cn(C(c2ccccc2)(c2ccccc2)c2ccccc2)c(CC(O)(c2ccc(-c3ccc(F)cn3)cc2)C(F)(F)F)n1. As a reaction SMILES: [Br:58][c:59]1[n:60][cH:61][c:62]([F:65])[cH:63][cH:64]1.[CH3:1][C:2]([CH2:3][c:4]1[n:5][c:6]([CH2:28][C:29]([C:30]([F:31])([F:32])[F:33])([OH:34])[c:35]2[cH:36][cH:37][c:38]([B:41]3[O:42][C:43]([CH3:44])([CH3:45])[C:46]([CH3:47])([CH3:48])[O:49]3)[cH:39][cH:40]2)[n:7]([C:9]([c:10]2[cH:11][cH:12][cH:13][cH:14][cH:15]2)([c:16]2[cH:17][cH:18][cH:19][cH:20][cH:21]2)[c:22]2[cH:23][cH:24][cH:25][cH:26][cH:27]2)[cH:8]1)([CH3:50])[CH3:51].[CH3:68][N:69]([CH3:70])[CH:71]=[O:72].[Na+:52].[Na+:53].[O-:54][C:55](=[O:56])[O-:57].[OH2:66].[OH2:67]>>[CH3:1][C:2]([CH2:3][c:4]1[n:5][c:6]([CH2:28][C:29]([C:30]([F:31])([F:32])[F:33])([OH:34])[c:35]2[cH:36][cH:37][c:38](-[c:59]3[n:60][cH:61][c:62]([F:65])[cH:63][cH:64]3)[cH:39][cH:40]2)[n:7]([C:9]([c:10]2[cH:11][cH:12][cH:13][cH:14][cH:15]2)([c:16]2[cH:17][cH:18][cH:19][cH:20][cH:21]2)[c:22]2[cH:23][cH:24][cH:25][cH:26][cH:27]2)[cH:8]1)([CH3:50])[CH3:51]. The reactants are C(C)C1=C(N)C(=CC=C1)CC (2.6-diethylaniline), C(C=C)(=O)Cl (acryloyl chloride). The solvent is C(C)(=O)OCC (ethyl acetate), C(C)(=O)OCC (ethyl acetate). Conditions: time 4 hour. Product: C(C)C1=C(C(=CC=C1)CC)NC(C=C)=O (N-(2,6-diethylphenyl)-2-propenamide). RXN SMILES: [CH2:1]([C:3]1[CH:9]=[CH:8][CH:7]=[C:6]([CH2:10][CH3:11])[C:4]=1[NH2:5])[CH3:2].[C:12](Cl)(=[O:15])[CH:13]=[CH2:14]>C(OCC)(=O)C>[CH2:1]([C:3]1[CH:9]=[CH:8][CH:7]=[C:6]([CH2:10][CH3:11])[C:4]=1[NH:5][C:12](=[O:15])[CH:13]=[CH2:14])[CH3:2]. Procedure details: To a cold solution of 2.6-diethylaniline (60.6 g, 0.07 mole) in ethyl acetate (600 ml) was added a solution of acryloyl chloride (45.2 g, 0.5 mole) in ethyl acetate (50 ml) over a 30 minute period. The ice bath was removed and the solution stirred for 4 hours. 10 Percher hydrochloric acid was added and the solution stirred gently for 15 minutes. The layers were separated and the organic layer washed with water, dried over sodium sulfate, filtered and the solvents removed on a rotary evaporator l... The reactants are CCOC(=O)C(Br)Cc1ccc(C2CCCCC2)c(Cl)c1, CC(C)=O, [I-], [Na+]. The product is CCOC(=O)C(I)Cc1ccc(C2CCCCC2)c(Cl)c1. Reaction SMILES: [Br:1][CH:2]([C:3](=[O:4])[O:5][CH2:6][CH3:7])[CH2:8][c:9]1[cH:10][c:11]([Cl:21])[c:12]([CH:15]2[CH2:16][CH2:17][CH2:18][CH2:19][CH2:20]2)[cH:13][cH:14]1.[CH3:24][C:25](=[O:26])[CH3:27].[I-:23].[Na+:22]>>[CH:2]([C:3](=[O:4])[O:5][CH2:6][CH3:7])([CH2:8][c:9]1[cH:10][c:11]([Cl:21])[c:12]([CH:15]2[CH2:16][CH2:17][CH2:18][CH2:19][CH2:20]2)[cH:13][cH:14]1)[I:23]. Reactants: Cc1cccc(N2CCN(CCN)CC2)c1C, CC(C)(C)n1nc(C=O)cc1-c1ccc(Cl)cc1. Product: Cc1cccc(N2CCN(CCNCc3cc(-c4ccc(Cl)cc4)n(C(C)(C)C)n3)CC2)c1C. As a reaction SMILES: [CH3:1][c:2]1[c:3]([N:9]2[CH2:10][CH2:11][N:12]([CH2:15][CH2:16][NH2:17])[CH2:13][CH2:14]2)[cH:4][cH:5][cH:6][c:7]1[CH3:8].[Cl:18][c:19]1[cH:20][cH:21][c:22](-[c:25]2[cH:26][c:27]([CH:34]=[O:35])[n:28][n:29]2[C:30]([CH3:31])([CH3:32])[CH3:33])[cH:23][cH:24]1>>[CH3:1][c:2]1[c:3]([N:9]2[CH2:10][CH2:11][N:12]([CH2:15][CH2:16][NH:17][CH2:34][c:27]3[cH:26][c:25](-[c:22]4[cH:21][cH:20][c:19]([Cl:18])[cH:24][cH:23]4)[n:29]([C:30]([CH3:31])([CH3:32])[CH3:33])[n:28]3)[CH2:13][CH2:14]2)[cH:4][cH:5][cH:6][c:7]1[CH3:8]. Product: C(C)N(C(=O)C=1C(N(C2=CC=CC(=C2C1O)OC)C)=O)C1=CC=CC=C1 (N-Ethyl-N-phenyl-1,2-dihydro-4-hydroxy-5-methoxy-1-methyl-2-oxo-quinoline-3-carboxamide). Reaction SMILES: [CH2:1]([NH:3][C:4]1[CH:9]=[CH:8][CH:7]=[CH:6][CH:5]=1)[CH3:2].C([O:12][C:13]([C:15]1[C:16](=[O:29])[N:17]([CH3:28])[C:18]2[C:23]([C:24]=1[OH:25])=[C:22]([O:26][CH3:27])[CH:21]=[CH:20][CH:19]=2)=O)C.C(O)C>C1(C)C=CC=CC=1>[CH2:1]([N:3]([C:4]1[CH:9]=[CH:8][CH:7]=[CH:6][CH:5]=1)[C:13]([C:15]1[C:16](=[O:29])[N:17]([CH3:28])[C:18]2[C:23]([C:24]=1[OH:25])=[C:22]([O:26][CH3:27])[CH:21]=[CH:20][CH:19]=2)=[O:12])[CH3:2]. Yield: 79.5%. Procedure details: N-Ethylaniline (3.0 g, 25 mmol) was dissolved in 80 ml of toluene and about 30 ml of the solvent was distilled off in order to obtain a dry solution. To this boiling solution was added 1,2-dihydro-4hydroxy-5-methoxy-1-methyl-2-oxo-quinoline-3-carboxylic acid ethyl ester (2.7 g, 10 mmol). The ethanol formed during the reaction was distilled off together with some toluene for about 4 hours. The reaction mixture was cooled to room temperature. The precipitate was collected, washed with cold toluene... Run in C1(=CC=CC=C1)C (toluene). Reactants: C(C)OC(=O)C=1C(N(C2=CC=CC(=C2C1O)OC)C)=O (1,2-dihydro-4hydroxy-5-methoxy-1-methyl-2-oxo-quinoline-3-carboxylic acid ethyl ester), C(C)NC1=CC=CC=C1 (N-Ethylaniline), C(C)O (ethanol). The reactants are NC=1SC(=CC1C(=O)N)C=1C=NC(=CC1)N1CCOCC1 (2-amino-5-(6-morpholin-4-ylpyridin-3-yl)thiophene-3-carboxamide), ClC1=CC=C(C(=N1)C)C(C(F)(F)F)O (1-(6-chloro-2-methylpyridin-3-yl)-2,2,2-trifluoroethanol). The product is CC1=C(C=CC(=N1)NC=1SC(=CC1C(=O)N)C=1C=NC(=CC1)N1CCOCC1)C(C(F)(F)F)O (2-{[6-Methyl-5-(2,2,2-trifluoro-1-hydroxyethyl)pyridin-2-yl]amino}-5-(6-morpholin-4-ylpyridin-3-yl)thiophene-3-carboxamide). Reaction SMILES: [NH2:1][C:2]1[S:3][C:4]([C:10]2[CH:11]=[N:12][C:13]([N:16]3[CH2:21][CH2:20][O:19][CH2:18][CH2:17]3)=[CH:14][CH:15]=2)=[CH:5][C:6]=1[C:7]([NH2:9])=[O:8].Cl[C:23]1[N:28]=[C:27]([CH3:29])[C:26]([CH:30]([OH:35])[C:31]([F:34])([F:33])[F:32])=[CH:25][CH:24]=1>>[CH3:29][C:27]1[N:28]=[C:23]([NH:1][C:2]2[S:3][C:4]([C:10]3[CH:11]=[N:12][C:13]([N:16]4[CH2:21][CH2:20][O:19][CH2:18][CH2:17]4)=[CH:14][CH:15]=3)=[CH:5][C:6]=2[C:7]([NH2:9])=[O:8])[CH:24]=[CH:25][C:26]=1[CH:30]([OH:35])[C:31]([F:34])([F:32])[F:33]. Procedure: The title compound was prepared as described in Example 1 using 2-amino-5-(6-morpholin-4-ylpyridin-3-yl)thiophene-3-carboxamide (150 mg, 0.49 mmol) and 1-(6-chloro-2-methylpyridin-3-yl)-2,2,2-trifluoroethanol (111 mg, 0.49 mmol) as starting materials. Reactants: OCc1ccc2c(Br)cccc2c1, CCOCC, BrP(Br)Br. Product: BrCc1ccc2c(Br)cccc2c1. RXN SMILES: [Br:1][c:2]1[c:3]2[cH:4][cH:5][c:6]([CH2:12][OH:13])[cH:7][c:8]2[cH:9][cH:10][cH:11]1.[CH3:18][CH2:19][O:20][CH2:21][CH3:22].[P:14]([Br:15])([Br:16])[Br:17]>>[Br:1][c:2]1[c:3]2[cH:4][cH:5][c:6]([CH2:12][Br:15])[cH:7][c:8]2[cH:9][cH:10][cH:11]1. The reactants are CN(C)c1ccncc1, COc1cc2nccc(Cl)c2cc1OC, Clc1ccccc1Cl, O=C(c1ccccc1)c1nc2ccccc2cc1O. Yields the product COc1cc2nccc(Oc3cc4ccccc4nc3C(=O)c3ccccc3)c2cc1OC. RXN SMILES: [CH3:35][N:36]([CH3:37])[c:38]1[cH:39][cH:40][n:41][cH:42][cH:43]1.[Cl:20][c:21]1[cH:22][cH:23][n:24][c:25]2[cH:26][c:27]([O:33][CH3:34])[c:28]([O:31][CH3:32])[cH:29][c:30]12.[Cl:44][c:45]1[cH:46][cH:47][cH:48][cH:49][c:50]1[Cl:51].[OH:1][c:2]1[c:3]([C:12](=[O:13])[c:14]2[cH:15][cH:16][cH:17][cH:18][cH:19]2)[n:4][c:5]2[cH:6][cH:7][cH:8][cH:9][c:10]2[cH:11]1>>[O:1]([c:2]1[c:3]([C:12](=[O:13])[c:14]2[cH:15][cH:16][cH:17][cH:18][cH:19]2)[n:4][c:5]2[cH:6][cH:7][cH:8][cH:9][c:10]2[cH:11]1)[c:21]1[cH:22][cH:23][n:24][c:25]2[cH:26][c:27]([O:33][CH3:34])[c:28]([O:31][CH3:32])[cH:29][c:30]12.